From a dataset of the Open Reaction Database (ORD), a public repository of structured organic reaction records. describe an organic reaction: reactants, conditions, products, and yield Product: CCC1C(=O)C(C)(C)C(=O)N1c1ccc(C#N)c(Cl)c1C. Reactants: O=C([O-])[O-], CCC1NC(=O)C(C)(C)C1=O, Cc1c(I)ccc(C#N)c1Cl, [Cs+], [Cs+], O=C(C=Cc1ccccc1)C=Cc1ccccc1, C1COCCO1, O=C(C=Cc1ccccc1)C=Cc1ccccc1, O=C(C=Cc1ccccc1)C=Cc1ccccc1, O, [Pd], [Pd], CC1(C)c2cccc(P(c3ccccc3)c3ccccc3)c2Oc2c(P(c3ccccc3)c3ccccc3)cccc21. RXN SMILES: [C:23](=[O:24])([O-:25])[O-:26].[CH2:12]([CH3:13])[CH:14]1[C:15](=[O:22])[C:16]([CH3:20])([CH3:21])[C:17](=[O:19])[NH:18]1.[Cl:1][c:2]1[c:3]([C:4]#[N:5])[cH:6][cH:7][c:8]([I:11])[c:9]1[CH3:10].[Cs+:27].[Cs+:28].[O:115]=[C:116]([CH:117]=[CH:118][c:119]1[cH:120][cH:121][cH:122][cH:123][cH:124]1)[CH:125]=[CH:126][c:127]1[cH:128][cH:129][cH:130][cH:131][cH:132]1.[O:71]1[CH2:72][CH2:73][O:74][CH2:75][CH2:76]1.[O:79]=[C:80]([CH:81]=[CH:82][c:83]1[cH:84][cH:85][cH:86][cH:87][cH:88]1)[CH:89]=[CH:90][c:91]1[cH:92][cH:93][cH:94][cH:95][cH:96]1.[O:97]=[C:98]([CH:99]=[CH:100][c:101]1[cH:102][cH:103][cH:104][cH:105][cH:106]1)[CH:107]=[CH:108][c:109]1[cH:110][cH:111][cH:112][cH:113][cH:114]1.[OH2:133].[Pd:77].[Pd:78].[c:29]1([P:30]([c:31]2[cH:32][cH:33][cH:34][cH:35][cH:36]2)[c:37]2[c:38]3[c:62]([cH:63][cH:64][cH:65]2)[C:59]([CH3:60])([CH3:61])[c:41]2[c:40]([c:45]([P:46]([c:47]4[cH:48][cH:49][cH:50][cH:51][cH:52]4)[c:53]4[cH:54][cH:55][cH:56][cH:57][cH:58]4)[cH:44][cH:43][cH:42]2)[O:39]3)[cH:66][cH:67][cH:68][cH:69][cH:70]1>>[Cl:1][c:2]1[c:3]([C:4]#[N:5])[cH:6][cH:7][c:8]([N:18]2[CH:14]([CH2:12][CH3:13])[C:15](=[O:22])[C:16]([CH3:20])([CH3:21])[C:17]2=[O:19])[c:9]1[CH3:10]. Starting materials: [Cl-].[NH4+] (ammonium chloride), C[Si](C)(C)[N-][Si](C)(C)C.[Li+].C1CCOC1 (lithiumbis(trimethylsilyl)amide THF), FC(C(=O)C=1N=CN2C1SC=C2)(F)F (7-trifluoroacetylimidazo[5,1-b]thiazole), C(CCC)[Sn](CCCC)(CCCC)Cl (tri-n-butylstannyl chloride). Run in C1CCOC1 (THF), C(C)(=O)OCC (Ethyl acetate). Reaction conditions: time 30 minute. The product is FC(C(=O)C=1N=CN2C1SC(=C2)[Sn](CCCC)(CCCC)CCCC)(F)F (7-Trifluoroacetyl-2-(tri-n-butylstannyl)-imidazo[5,1-b]thiazole). RXN SMILES: C[Si]([N-][Si](C)(C)C)(C)C.[Li+].C1COCC1.[F:16][C:17]([F:29])([F:28])[C:18]([C:20]1[N:21]=[CH:22][N:23]2[CH:27]=[CH:26][S:25][C:24]=12)=[O:19].[CH2:30]([Sn:34](Cl)([CH2:39][CH2:40][CH2:41][CH3:42])[CH2:35][CH2:36][CH2:37][CH3:38])[CH2:31][CH2:32][CH3:33].[Cl-].[NH4+]>C1COCC1.C(OCC)(=O)C>[F:29][C:17]([F:16])([F:28])[C:18]([C:20]1[N:21]=[CH:22][N:23]2[CH:27]=[C:26]([Sn:34]([CH2:35][CH2:36][CH2:37][CH3:38])([CH2:39][CH2:40][CH2:41][CH3:42])[CH2:30][CH2:31][CH2:32][CH3:33])[S:25][C:24]=12)=[O:19] |f:0.1.2,5.6|. Procedure details: A 1.0 N lithiumbis(trimethylsilyl)amide/THF solution (2.0 ml) was added to a solution of 0.34 g of 7-trifluoroacetylimidazo[5,1-b]thiazole and 0.48 ml of tri-n-butylstannyl chloride in 16 ml of dry THF in an argon atmosphere at −40° C. The mixture was stirred at the same temperature for 30 min. A saturated aqueous ammonium chloride solution was added thereto. Ethyl acetate was then added, followed by washing with water and saturated brine in that order. The organic layer was dried over anhydrous... Starting materials: BrC=1C=CC(=NC1)C=NO (5-Bromopyridine-2-carbaldehyde oxime), ClN1C(CCC1=O)=O (N-chlorosuccinimide). The solvent is CN(C)C=O (DMF). Reaction conditions: time 1 hour. The product is BrC=1C=CC(=NC1)C(=NO)Cl (5-Bromo-N-hydroxypyridine-2-carboximidoyl chloride). Isolated yield 94.8%. Reaction SMILES: [Br:1][C:2]1[CH:3]=[CH:4][C:5]([CH:8]=[N:9][OH:10])=[N:6][CH:7]=1.[Cl:11]N1C(=O)CCC1=O>CN(C=O)C>[Br:1][C:2]1[CH:3]=[CH:4][C:5]([C:8]([Cl:11])=[N:9][OH:10])=[N:6][CH:7]=1. Reported procedure: 5-Bromopyridine-2-carbaldehyde oxime (49.5 g, 246.3 mmol) was dissolved in DMF (150 ml) followed by addition of N-chlorosuccinimide (39.5 g, 295.5 mmol). HCl gas was then bubbled in the solution for 20 seconds to initiate the reaction, which was then allowed to stir for 1 hr. The reaction was poured into distilled water (1 L) and the precipitate was collected by vacuum filtration. The filter cake was washed with distilled water (2×500 ml) and then dried overnight in a vacuum oven at 60° C. (−30 ... The reactants are Cc1n[nH]c(C)c1CN1CCN(c2nccnc2-c2ccc(F)cc2)CC1, CS(=O)(=O)Cl, c1ccncc1. Yields the product Cc1nn(S(C)(=O)=O)c(C)c1CN1CCN(c2nccnc2-c2ccc(F)cc2)CC1. As a reaction SMILES: [CH3:1][c:2]1[n:3][nH:4][c:5]([CH3:27])[c:6]1[CH2:7][N:8]1[CH2:9][CH2:10][N:11]([c:14]2[n:15][cH:16][cH:17][n:18][c:19]2-[c:20]2[cH:21][cH:22][c:23]([F:26])[cH:24][cH:25]2)[CH2:12][CH2:13]1.[CH3:28][S:29]([Cl:30])(=[O:31])=[O:32].[cH:33]1[cH:34][cH:35][n:36][cH:37][cH:38]1>>[CH3:1][c:2]1[n:3]([S:29]([CH3:28])(=[O:31])=[O:32])[n:4][c:5]([CH3:27])[c:6]1[CH2:7][N:8]1[CH2:9][CH2:10][N:11]([c:14]2[n:15][cH:16][cH:17][n:18][c:19]2-[c:20]2[cH:21][cH:22][c:23]([F:26])[cH:24][cH:25]2)[CH2:12][CH2:13]1. The product is CCCCn1c(CO)nc2c(N)nc3ccccc3c21. RXN SMILES: [CH2:1]([CH2:2][CH2:3][CH3:4])[n:5]1[c:6]([CH2:19][OH:20])[n:7][c:8]2[c:9]([Cl:18])[n:10][c:11]3[cH:12][cH:13][cH:14][cH:15][c:16]3[c:17]12.[CH3:22][OH:23].[NH3:21]>>[CH2:1]([CH2:2][CH2:3][CH3:4])[n:5]1[c:6]([CH2:19][OH:20])[n:7][c:8]2[c:9]([NH2:21])[n:10][c:11]3[cH:12][cH:13][cH:14][cH:15][c:16]3[c:17]12. Reactants: CCCCn1c(CO)nc2c(Cl)nc3ccccc3c21, CO, N.